From a dataset of the Open Reaction Database (ORD), a public repository of structured organic reaction records. describe an organic reaction: reactants, conditions, products, and yield The product is Cc1cc2c(s1)C(Oc1ccccc1Br)CNC2. RXN SMILES: [Br:12][c:13]1[c:14]([F:19])[cH:15][cH:16][cH:17][cH:18]1.[CH3:1][c:2]1[cH:3][c:4]2[c:9]([s:10]1)[CH:8]([OH:11])[CH2:7][NH:6][CH2:5]2>>[CH3:1][c:2]1[cH:3][c:4]2[c:9]([s:10]1)[CH:8]([O:11][c:14]1[c:13]([Br:12])[cH:18][cH:17][cH:16][cH:15]1)[CH2:7][NH:6][CH2:5]2. The reactants are Fc1ccccc1Br, Cc1cc2c(s1)C(O)CNC2. Reactants: C#CCBr, C[O-], Cc1ccccc1, CO, Cc1nn(-c2cc(O)c(Cl)cc2Cl)c(C)c1Cl, [Na+], [Na], O. Yields the product C#CCOc1cc(-n2nc(C)c(Cl)c2C)c(Cl)cc1Cl. Reaction SMILES: [CH2:18]([C:19]#[CH:20])[Br:21].[CH3:22][O-:23].[CH3:26][c:27]1[cH:28][cH:29][cH:30][cH:31][cH:32]1.[CH3:34][OH:35].[Cl:1][c:2]1[c:3](-[n:10]2[n:11][c:12]([CH3:17])[c:13]([Cl:16])[c:14]2[CH3:15])[cH:4][c:5]([OH:9])[c:6]([Cl:8])[cH:7]1.[Na+:24].[Na:25].[OH2:33]>>[Cl:1][c:2]1[c:3](-[n:10]2[n:11][c:12]([CH3:17])[c:13]([Cl:16])[c:14]2[CH3:15])[cH:4][c:5]([O:9][CH2:20][C:19]#[CH:18])[c:6]([Cl:8])[cH:7]1. Reactants: FC1=C(C=C(C=C1)C(F)(F)F)[N+](=O)[O-] (1-Fluoro-2-nitro-4-trifluoromethyl-benzene), CN1CCNCC1 (1-Methyl-piperazine), C(=O)(O)[O-].[Na+] (NaHCO3). Run in C1CCOC1 (THF). The product is CN1CCN(CC1)C1=C(C=C(C=C1)C(F)(F)F)[N+](=O)[O-] (1-Methyl-4-(2-nitro-4-trifluoromethyl-phenyl)-piperazine). RXN SMILES: F[C:2]1[CH:7]=[CH:6][C:5]([C:8]([F:11])([F:10])[F:9])=[CH:4][C:3]=1[N+:12]([O-:14])=[O:13].[CH3:15][N:16]1[CH2:21][CH2:20][NH:19][CH2:18][CH2:17]1.C([O-])(O)=O.[Na+]>C1COCC1>[CH3:15][N:16]1[CH2:21][CH2:20][N:19]([C:2]2[CH:7]=[CH:6][C:5]([C:8]([F:11])([F:10])[F:9])=[CH:4][C:3]=2[N+:12]([O-:14])=[O:13])[CH2:18][CH2:17]1 |f:2.3|. Procedure: Example 18 was prepared in accordance to a procedure described in Collins, et. al., Tetrahedron, 48, No. 37, pp 7887-7898, 1992. To a solution of 1-Fluoro-2-nitro-4-trifluoromethyl-benzene (1.0 g, 4.78 mmol) in dry THF (24 mL) was added 1-Methyl-piperazine (0.64 mL, 5.74 mmol). The solution turned bright yellow. NaHCO3 (1.1 g, 13 mmol) was added and the reaction was stirred at room temperature and monitored by LCMS: The reaction was filtered and concentrated before being taken up in CH2Cl2 and H...